Dataset: the Open Reaction Database (ORD), a public repository of structured organic reaction records. Task: describe an organic reaction: reactants, conditions, products, and yield Reactants: CO, COc1ccc(Sc2ccc(C(=O)Cl)cc2Nc2ncnc3nc(C(C)C)ccc23)cc1, N#Cc1ccc(N)cc1, Cc1ccc(N)cc1O. The product is COc1ccc(Sc2ccc(C(=O)Nc3ccc(C#N)cc3)cc2Nc2ncnc3nc(C(C)C)ccc23)cc1. Reaction SMILES: [CH3:51][OH:52].[CH:1]([CH3:2])([CH3:3])[c:4]1[cH:5][cH:6][c:7]2[c:8]([n:9][cH:10][n:11][c:12]2[NH:13][c:14]2[cH:15][c:16]([C:17](=[O:18])[Cl:19])[cH:20][cH:21][c:22]2[S:23][c:24]2[cH:25][cH:26][c:27]([O:30][CH3:31])[cH:28][cH:29]2)[n:32]1.[NH2:33][c:34]1[cH:35][cH:36][c:37]([C:38]#[N:39])[cH:40][cH:41]1.[NH2:42][c:43]1[cH:44][c:45]([OH:46])[c:47]([CH3:48])[cH:49][cH:50]1>>[CH:1]([CH3:2])([CH3:3])[c:4]1[cH:5][cH:6][c:7]2[c:8]([n:9][cH:10][n:11][c:12]2[NH:13][c:14]2[cH:15][c:16]([C:17](=[O:18])[NH:33][c:34]3[cH:35][cH:36][c:37]([C:38]#[N:39])[cH:40][cH:41]3)[cH:20][cH:21][c:22]2[S:23][c:24]2[cH:25][cH:26][c:27]([O:30][CH3:31])[cH:28][cH:29]2)[n:32]1. The reactants are COC(=O)C1(Sc2ccccc2Br)CCCCC1, CO, [Na+], [OH-]. The product is O=C(O)C1(Sc2ccccc2Br)CCCCC1. RXN SMILES: [Br:1][c:2]1[c:3]([S:8][C:9]2([C:15](=[O:16])[O:17][CH3:18])[CH2:10][CH2:11][CH2:12][CH2:13][CH2:14]2)[cH:4][cH:5][cH:6][cH:7]1.[CH3:21][OH:22].[Na+:20].[OH-:19]>>[Br:1][c:2]1[c:3]([S:8][C:9]2([C:15](=[O:16])[OH:17])[CH2:10][CH2:11][CH2:12][CH2:13][CH2:14]2)[cH:4][cH:5][cH:6][cH:7]1. Starting materials: NCC(CC(=O)O)S(=O)(=O)O, O=C1C=CC(=O)O1. Product: O=C(O)C=CC(=O)NCC(CC(=O)O)S(=O)(=O)O. Reaction SMILES: [NH2:1][CH2:2][CH:3]([CH2:4][C:5](=[O:6])[OH:7])[S:8](=[O:9])(=[O:10])[OH:11].[O:12]=[C:13]1[O:14][C:15](=[O:16])[CH:17]=[CH:18]1>>[NH:1]([CH2:2][CH:3]([CH2:4][C:5](=[O:6])[OH:7])[S:8](=[O:9])(=[O:10])[OH:11])[C:15](=[O:16])[CH:17]=[CH:18][C:13](=[O:12])[OH:14]. Starting materials: CCCCCCCCCCCCOc1cc(CN=[N+]=[N-])cc(OCCCCCCCCCCCC)c1, CO, [H][H]. Product: CCCCCCCCCCCCOc1cc(CN)cc(OCCCCCCCCCCCC)c1. As a reaction SMILES: [CH2:1]([CH2:2][CH2:3][CH2:4][CH2:5][CH2:6][CH2:7][CH2:8][CH2:9][CH2:10][CH2:11][CH3:12])[O:13][c:14]1[cH:15][c:16]([CH2:17][N:18]=[N+:19]=[N-:20])[cH:21][c:22]([O:24][CH2:25][CH2:26][CH2:27][CH2:28][CH2:29][CH2:30][CH2:31][CH2:32][CH2:33][CH2:34][CH2:35][CH3:36])[cH:23]1.[CH3:39][OH:40].[H:37][H:38]>>[CH2:1]([CH2:2][CH2:3][CH2:4][CH2:5][CH2:6][CH2:7][CH2:8][CH2:9][CH2:10][CH2:11][CH3:12])[O:13][c:14]1[cH:15][c:16]([CH2:17][NH2:18])[cH:21][c:22]([O:24][CH2:25][CH2:26][CH2:27][CH2:28][CH2:29][CH2:30][CH2:31][CH2:32][CH2:33][CH2:34][CH2:35][CH3:36])[cH:23]1.